From a dataset of the Open Reaction Database (ORD), a public repository of structured organic reaction records. describe an organic reaction: reactants, conditions, products, and yield Starting materials: [Ba+2], Cc1ccc(N)nc1, ClC(Cl)Cl, Cl, Cn1c(=O)c(Oc2ccccc2F)cc2cnc(S(C)(=O)=O)nc21, [OH-], [OH-], O. Product: Cc1ccc(Nc2ncc3cc(Oc4ccccc4F)c(=O)n(C)c3n2)nc1. RXN SMILES: [Ba+2:12].[CH3:2][c:3]1[cH:4][cH:5][c:6]([NH2:9])[n:7][cH:8]1.[CH:38]([Cl:39])([Cl:40])[Cl:41].[ClH:1].[F:14][c:15]1[c:16]([O:17][c:18]2[cH:19][c:20]3[c:21]([n:22][c:23]([S:26]([CH3:27])(=[O:28])=[O:29])[n:24][cH:25]3)[n:30]([CH3:33])[c:31]2=[O:32])[cH:34][cH:35][cH:36][cH:37]1.[OH-:11].[OH-:13].[OH2:10]>>[CH3:2][c:3]1[cH:4][cH:5][c:6]([NH:9][c:23]2[n:22][c:21]3[c:20]([cH:19][c:18]([O:17][c:16]4[c:15]([F:14])[cH:37][cH:36][cH:35][cH:34]4)[c:31](=[O:32])[n:30]3[CH3:33])[cH:25][n:24]2)[n:7][cH:8]1. The reactants are C1(=CC=CC=C1)S(=O)(=O)C=C(SC)SC (1-benzenesulfonyl-2,2-bis(methylthio)ethylene), CC=1N=CNC1CSCCN (2-[(4-methyl-1H-imidazol-5-yl)-methylthio]ethylamine), methylthio, C(C#C)N (propargylamine), C1(=CC=CC=C1)S(=O)(=O)C=C(NCCSCC1=C(N=CN1)C)SC (1-benzenesulfonyl-2-methylthio-2-{2-[(4-methyl-1H-imidazol-5-yl)methylthio]ethylamino}ethylene). Reported procedure: Reaction of methylphenylsulfone with carbon disulphide under strongly basic conditions and treatment of the product with methyl iodide yields 1-benzenesulphonyl-2,2-bis(methylthio)ethylene. When 1-benzenesulfonyl-2,2-bis(methylthio)ethylene is reacted with 2-[(4-methyl-1H-imidazol-5-yl)-methylthio]ethylamine according to the procedure of Example 6, Step A, the product is 1-benzenesulfonyl-2-methylthio-2-{2-[(4-methyl-1H-imidazol-5-yl)methylthio]ethylamino}ethylene. Reaction of this methylthio co... As a reaction SMILES: C1(S(C=C(SC)SC)(=O)=O)C=CC=CC=1.C[C:17]1[N:18]=CN[C:21]=1[CH2:22]SCCN.[C:27]1([S:33]([CH:36]=[C:37](SC)[NH:38][CH2:39][CH2:40][S:41][CH2:42][C:43]2[NH:47][CH:46]=[N:45][C:44]=2[CH3:48])(=[O:35])=[O:34])[CH:32]=[CH:31][CH:30]=[CH:29][CH:28]=1.C(N)C#C>>[C:27]1([S:33]([CH:36]=[C:37]([NH:18][CH2:17][C:21]#[CH:22])[NH:38][CH2:39][CH2:40][S:41][CH2:42][C:43]2[NH:47][CH:46]=[N:45][C:44]=2[CH3:48])(=[O:34])=[O:35])[CH:28]=[CH:29][CH:30]=[CH:31][CH:32]=1. The product is C1(=CC=CC=C1)S(=O)(=O)C=C(NCCSCC1=C(N=CN1)C)NCC#C (1-Benzenesulfonyl-2-(2-propynylamino)-2-{2-[(4-methyl-1H-imidazol-5-yl)methylthio]ethylamino}ethylene). Starting materials: [OH-].[Na+] (NaOH), COC(=O)C1=CC=CC2=C(C(=CC=C12)OC)SC(F)(F)F (6-methoxy-5-(trifluoromethylthio)-1-naphthalenecarboxylic acid methyl ester), Cl (HCl). The solvent is O (water), COCCO (2-methoxyethanol). Reaction conditions: time 24 hour. Yields the product COC=1C(=C2C=CC=C(C2=CC1)C(=O)O)SC(F)(F)F (6-Methoxy-5-(trifluoromethylthio)-1-naphthalenecarboxylic Acid). The yield is 73.0%. RXN SMILES: [OH-].[Na+].C[O:4][C:5]([C:7]1[C:16]2[C:11](=[C:12]([S:19][C:20]([F:23])([F:22])[F:21])[C:13]([O:17][CH3:18])=[CH:14][CH:15]=2)[CH:10]=[CH:9][CH:8]=1)=[O:6].Cl>COCCO.O>[CH3:18][O:17][C:13]1[C:12]([S:19][C:20]([F:23])([F:21])[F:22])=[C:11]2[C:16](=[CH:15][CH:14]=1)[C:7]([C:5]([OH:6])=[O:4])=[CH:8][CH:9]=[CH:10]2 |f:0.1|. Reported procedure: Aqueous NaOH solution (1 N, 15.5 ml) was added to a solution of 6-methoxy-5-(trifluoromethylthio)-1-naphthalenecarboxylic acid methyl ester (2.45 g, 7.7 mmoles) in 2-methoxyethanol (60 ml). The resulting solution was stirred at room temperature for 24 hr, cooled in an ice-bath, made acidic (pH=3) by the addition of 1 N aqueous HCl and diluted with water. The resulting solid was collected, washed with water and recrystallized from ethanol to give the title compound (1.7 g); mp 204°-205° C.; NMR (... Starting materials: BrCC1CC1, O=C([O-])[O-], CCOc1ccc2cc(-c3ccc([N+](=O)[O-])cc3)[nH]c2c1, [Cs+], [Cs+], CN(C)C=O, O. The product is CCOc1ccc2cc(-c3ccc([N+](=O)[O-])cc3)n(CC3CC3)c2c1. RXN SMILES: [Br:33][CH2:34][CH:35]1[CH2:36][CH2:37]1.[C:22](=[O:23])([O-:24])[O-:25].[CH2:1]([CH3:2])[O:3][c:4]1[cH:5][cH:6][c:7]2[cH:8][c:9](-[c:13]3[cH:14][cH:15][c:16]([N+:19](=[O:20])[O-:21])[cH:17][cH:18]3)[nH:10][c:11]2[cH:12]1.[Cs+:26].[Cs+:27].[O:28]=[CH:29][N:30]([CH3:31])[CH3:32].[OH2:38]>>[CH2:1]([CH3:2])[O:3][c:4]1[cH:5][cH:6][c:7]2[cH:8][c:9](-[c:13]3[cH:14][cH:15][c:16]([N+:19](=[O:20])[O-:21])[cH:17][cH:18]3)[n:10]([CH2:34][CH:35]3[CH2:36][CH2:37]3)[c:11]2[cH:12]1. The reactants are BrC1=CC=C(C=C1)C1CCCCC1 (1-bromo-4-cyclohexyl-benzene), C(=O)C1=CC=C(O1)B(O)O (5-formyl-2-furan-boronic acid), C([O-])([O-])=O.[Na+].[Na+] (sodium carbonate). The reagents and catalysts are C=1C=CC(=CC1)[P](C=2C=CC=CC2)(C=3C=CC=CC3)[Pd]([P](C=4C=CC=CC4)(C=5C=CC=CC5)C=6C=CC=CC6)([P](C=7C=CC=CC7)(C=8C=CC=CC8)C=9C=CC=CC9)[P](C=1C=CC=CC1)(C=1C=CC=CC1)C=1C=CC=CC1 (tetrakis(triphenylphosphine)palladium). Run in C(C)(=O)OCC (ethyl acetate), O (water), C(OC)COC (dimethoxyethane), C(C)O (ethanol), O (water). Run at time 5 minute. The product is C1(CCCCC1)C1=CC=C(C=C1)C1=CC=C(O1)C=O (5-(4-cyclohexyl-phenyl)-furan-2-carbaldehyde). The yield is 53.3%. RXN SMILES: Br[C:2]1[CH:7]=[CH:6][C:5]([CH:8]2[CH2:13][CH2:12][CH2:11][CH2:10][CH2:9]2)=[CH:4][CH:3]=1.[CH:14]([C:16]1[O:20][C:19](B(O)O)=[CH:18][CH:17]=1)=[O:15].C(=O)([O-])[O-].[Na+].[Na+]>C(COC)OC.C(O)C.O.C(OCC)(=O)C.C1C=CC([P]([Pd]([P](C2C=CC=CC=2)(C2C=CC=CC=2)C2C=CC=CC=2)([P](C2C=CC=CC=2)(C2C=CC=CC=2)C2C=CC=CC=2)[P](C2C=CC=CC=2)(C2C=CC=CC=2)C2C=CC=CC=2)(C2C=CC=CC=2)C2C=CC=CC=2)=CC=1>[CH:8]1([C:5]2[CH:6]=[CH:7][C:2]([C:19]3[O:20][C:16]([CH:14]=[O:15])=[CH:17][CH:18]=3)=[CH:3][CH:4]=2)[CH2:13][CH2:12][CH2:11][CH2:10][CH2:9]1 |f:2.3.4,^1:49,51,70,89|. Procedure: To a round bottom flask containing 1-bromo-4-cyclohexyl-benzene (1.5 g, 6.27 mmol) and 5-formyl-2-furan-boronic acid (1.32 g, 9.41 mmol) in dimethoxyethane (80 mL) and ethanol (20 mL) was added an aqueous solution of sodium carbonate (1:99 g, 18.81 mmol) in water (30 mL) The reaction mixture was stirred at room temperature for 5 minutes, followed by the addition of tetrakis(triphenylphosphine)palladium (358 mg, 0.31 mmol). The reaction mixture was heated at 70° C. for 1 h. The reaction mixture w... Reaction conditions: time 25 hour. Procedure details: To a stirred solution of known tert-butyl L-(+)-lactate (0.88 g), 4-(2',4'-dichlorophenoxy)phenol (1.54 g) and triphenylphosphine (1.58 g) in dry tetrahydrofuran (58 ml) on an ice bath, diethylazodicarboxylate (0.95 ml) was added dropwise. After the addition, the ice bath was removed and the mixture was further stirred at room temperature for 25 hours. The reaction mixture was evaporated with a rotary evaporator. The residue thus obtained was purified by silica gel chromatography [silica gel 399... Reaction SMILES: [C:1]([O:6][C:7]([CH3:10])([CH3:9])[CH3:8])(=[O:5])[C@H:2]([CH3:4])[OH:3].[Cl:11][C:12]1[CH:25]=[C:24]([Cl:26])[CH:23]=[CH:22][C:13]=1[O:14][C:15]1[CH:20]=[CH:19][C:18](O)=[CH:17][CH:16]=1.C1(P(C2C=CC=CC=2)C2C=CC=CC=2)C=CC=CC=1.CCOC(/N=N/C(OCC)=O)=O>O1CCCC1>[Cl:11][C:12]1[CH:25]=[C:24]([Cl:26])[CH:23]=[CH:22][C:13]=1[O:14][C:15]1[CH:20]=[CH:19][C:18]([O:3][C@H:2]([CH3:4])[C:1]([O:6][C:7]([CH3:10])([CH3:9])[CH3:8])=[O:5])=[CH:17][CH:16]=1. The solvent is O1CCCC1 (tetrahydrofuran). The reactants are C([C@@H](O)C)(=O)OC(C)(C)C (tert-butyl L-(+)-lactate), ClC1=C(OC2=CC=C(C=C2)O)C=CC(=C1)Cl (4-(2',4'-dichlorophenoxy)phenol), C1(=CC=CC=C1)P(C1=CC=CC=C1)C1=CC=CC=C1 (triphenylphosphine), CCOC(=O)/N=N/C(=O)OCC (diethylazodicarboxylate). The product is ClC1=C(OC2=CC=C(O[C@@H](C(=O)OC(C)(C)C)C)C=C2)C=CC(=C1)Cl (tert-butyl (2R)-(+)-2-[4'-(2",4"-dichlorophenoxy)phenoxy]propionate).